This data is from the Open Reaction Database (ORD), a public repository of structured organic reaction records. The task is: describe an organic reaction: reactants, conditions, products, and yield Reaction SMILES: [CH3:18][OH:19].[CH3:1][O:2][C:3]([CH2:4][CH2:5][CH:6]1[CH2:7][C:8](=[O:13])[CH:9]=[C:10]([CH3:12])[CH2:11]1)([CH3:14])[CH3:15].[H:16][H:17]>>[CH3:1][O:2][C:3]([CH2:4][CH2:5][CH:6]1[CH2:7][C:8](=[O:13])[CH2:9][CH:10]([CH3:12])[CH2:11]1)([CH3:14])[CH3:15]. The product is COC(C)(C)CCC1CC(=O)CC(C)C1. Reactants: CO, COC(C)(C)CCC1CC(=O)C=C(C)C1, [H][H]. Starting materials: CCOCC, [Cl-], [Zn], CC(C)(C)OC(=O)N1C(C(=O)O)CSC1c1cccnc1, c1ccc2[nH]ccc2c1. Product: CC(C)(C)OC(=O)N1C(C(=O)c2c[nH]c3ccccc23)CSC1c1cccnc1. RXN SMILES: [CH3:33][CH2:34][O:35][CH2:36][CH3:37].[Cl-:22].[Zn:32].[n:1]1[cH:2][c:3]([CH:7]2[S:8][CH2:9][CH:10]([C:19](=[O:20])[OH:21])[N:11]2[C:12](=[O:13])[O:14][C:15]([CH3:16])([CH3:17])[CH3:18])[cH:4][cH:5][cH:6]1.[nH:23]1[cH:24][cH:25][c:26]2[cH:27][cH:28][cH:29][cH:30][c:31]12>>[n:1]1[cH:2][c:3]([CH:7]2[S:8][CH2:9][CH:10]([C:19](=[O:21])[c:25]3[cH:24][nH:23][c:31]4[c:26]3[cH:27][cH:28][cH:29][cH:30]4)[N:11]2[C:12](=[O:13])[O:14][C:15]([CH3:16])([CH3:17])[CH3:18])[cH:4][cH:5][cH:6]1. The reactants are C1(CC1)C=1C=CC(=NC1OCC1CC1)C(=O)O (5-cyclopropyl-6-cyclopropylmethoxy-pyridine-2-carboxylic acid), FC([C@H](C=1C=NC=CC1)N)(F)F ((S)-2,2,2-trifluoro-1-pyridin-3-yl-ethylamine). Yields the product C1(CC1)C=1C=CC(=NC1OCC1CC1)C(=O)N[C@H](C(F)(F)F)C=1C=NC=CC1 ((S)-5-Cyclopropyl-6-(cyclopropylmethoxy)-N-(2,2,2-trifluoro-1-(pyridin-3-yl)ethyl)-picolinamide). RXN SMILES: [CH:1]1([C:4]2[CH:5]=[CH:6][C:7]([C:15]([OH:17])=O)=[N:8][C:9]=2[O:10][CH2:11][CH:12]2[CH2:14][CH2:13]2)[CH2:3][CH2:2]1.[F:18][C:19]([F:29])([F:28])[C@@H:20]([NH2:27])[C:21]1[CH:22]=[N:23][CH:24]=[CH:25][CH:26]=1>>[CH:1]1([C:4]2[CH:5]=[CH:6][C:7]([C:15]([NH:27][C@@H:20]([C:21]3[CH:22]=[N:23][CH:24]=[CH:25][CH:26]=3)[C:19]([F:18])([F:28])[F:29])=[O:17])=[N:8][C:9]=2[O:10][CH2:11][CH:12]2[CH2:13][CH2:14]2)[CH2:2][CH2:3]1. Reported procedure: The title compound was synthesized in analogy to Example 1, using 5-cyclopropyl-6-cyclopropylmethoxy-pyridine-2-carboxylic acid (Example 42 a) and (S)-2,2,2-trifluoro-1-pyridin-3-yl-ethylamine (CAN 336105-46-5) as starting materials, MS (EI): m/e=392.2 [M+H]+.